Dataset: the Open Reaction Database (ORD), a public repository of structured organic reaction records. Task: describe an organic reaction: reactants, conditions, products, and yield The reactants are C1(=CC=CC=C1)P(C1=CC=CC=C1)C1=CC=CC=C1 (Triphenylphosphine), Pd(II)acetate, FC1=CC=C(C(=O)C2CCN(CC2)CCC2CCC(CC2)NC(=O)C2=NC=C(C=C2)Br)C=C1 (5-Bromo-pyridine-2-carboxylic acid (4-{2-[4-(4-fluoro-benzoyl)-piperidin-1-yl]-ethyl}-cyclohexyl)-amide), C1(=CC=CC=C1)B(O)O (phenylboronic acid). Run in COCCOC (1,2-dimethoxyethane), C([O-])([O-])=O.[Na+].[Na+] (sodium carbonate). Reaction conditions: temperature 85 celsius, time 16 hour. The product is FC1=CC=C(C(=O)C2CCN(CC2)CCC2CCC(CC2)NC(=O)C2=NC=C(C=C2)C2=CC=CC=C2)C=C1 (5-Phenyl-pyridine-2-carboxylic acid (4-{2-[4-(4-fluoro-benzoyl)-piperidin-1-yl]-ethyl}-cyclohexyl)-amide), solid. The yield is 45.0%. RXN SMILES: [F:1][C:2]1[CH:33]=[CH:32][C:5]([C:6]([CH:8]2[CH2:13][CH2:12][N:11]([CH2:14][CH2:15][CH:16]3[CH2:21][CH2:20][CH:19]([NH:22][C:23]([C:25]4[CH:30]=[CH:29][C:28](Br)=[CH:27][N:26]=4)=[O:24])[CH2:18][CH2:17]3)[CH2:10][CH2:9]2)=[O:7])=[CH:4][CH:3]=1.[C:34]1(B(O)O)[CH:39]=[CH:38][CH:37]=[CH:36][CH:35]=1.C1(P(C2C=CC=CC=2)C2C=CC=CC=2)C=CC=CC=1>C(=O)([O-])[O-].[Na+].[Na+].COCCOC>[F:1][C:2]1[CH:33]=[CH:32][C:5]([C:6]([CH:8]2[CH2:13][CH2:12][N:11]([CH2:14][CH2:15][CH:16]3[CH2:21][CH2:20][CH:19]([NH:22][C:23]([C:25]4[CH:30]=[CH:29][C:28]([C:34]5[CH:39]=[CH:38][CH:37]=[CH:36][CH:35]=5)=[CH:27][N:26]=4)=[O:24])[CH2:18][CH2:17]3)[CH2:10][CH2:9]2)=[O:7])=[CH:4][CH:3]=1 |f:3.4.5|. Procedure: 5-Bromo-pyridine-2-carboxylic acid (4-{2-[4-(4-fluoro-benzoyl)-piperidin-1-yl]-ethyl}-cyclohexyl)-amide (example 30A66, step 1) (80 mg, 0.155 mmol) and phenylboronic acid (27 mg, 0.22 mmol) were dissolved under argon in 0.4 ml 2M sodium carbonate and 1.6 ml 1,2-dimethoxyethane. Triphenylphosphine (16 mg, 0.062 mmol) and Pd(II)acetate (7 mg, 0.03 mmol) were added and the mixture stirred at 85° C. for 16 hrs. The reaction mixture was extracted with water and two times dichloromethane. The organic ... Reactants: CCOCc1nc2c(Oc3ccccc3)nc(C)cc2n1CCOCc1ccccc1, CC(=O)[O-], [NH4+], [Na+], [OH-], O. The product is CCOCc1nc2c(N)nc(C)cc2n1CCOCc1ccccc1. As a reaction SMILES: [CH2:6]([c:7]1[cH:8][cH:9][cH:10][cH:11][cH:12]1)[O:13][CH2:14][CH2:15][n:16]1[c:17]([CH2:33][O:34][CH2:35][CH3:36])[n:18][c:19]2[c:20]([O:26][c:27]3[cH:28][cH:29][cH:30][cH:31][cH:32]3)[n:21][c:22]([CH3:25])[cH:23][c:24]12.[CH3:2][C:3](=[O:4])[O-:5].[NH4+:1].[Na+:38].[OH-:37].[OH2:39]>>[NH2:1][c:20]1[c:19]2[n:18][c:17]([CH2:33][O:34][CH2:35][CH3:36])[n:16]([CH2:15][CH2:14][O:13][CH2:6][c:7]3[cH:8][cH:9][cH:10][cH:11][cH:12]3)[c:24]2[cH:23][c:22]([CH3:25])[n:21]1. The reactants are BrC=1C(N(C=CC1)CCCCCl)=O (3-Bromo-1-(4-chlorobutyl)-2(1H)-pyridinone), CC1=CC=C(C=N1)B(O)O ((6-methyl-3-pyridinyl)boronic acid), CC1=CC=C(C=N1)B(O)O ((6-methyl-3-pyridinyl)boronic acid), C1(=CC=CC=C1)P(C1=CC=CC=C1)C1=CC=CC=C1 (triphenylphosphine), N#N (N2), C1(=CC=CC=C1)P(C1=CC=CC=C1)C1=CC=CC=C1 (triphenylphosphine). The reagents and catalysts are C(C)(=O)[O-].[Pd+2].C(C)(=O)[O-] (palladium(II)acetate), C(C)(=O)[O-].[Pd+2].C(C)(=O)[O-] (palladium(II)acetate). The solvent is O1CCOCC1 (dioxane). Conditions: time 18 hour. Yields the product ClCCCCN1C(C(=CC=C1)C=1C=NC(=CC1)C)=O (1-(4-chlorobutyl)-6′-methyl-3,3′-bipyridin-2(1H)-one). The yield is 67.0%. RXN SMILES: Br[C:2]1[C:3](=[O:13])[N:4]([CH2:8][CH2:9][CH2:10][CH2:11][Cl:12])[CH:5]=[CH:6][CH:7]=1.[CH3:14][C:15]1[N:20]=[CH:19][C:18](B(O)O)=[CH:17][CH:16]=1.N#N.C1(P(C2C=CC=CC=2)C2C=CC=CC=2)C=CC=CC=1>O1CCOCC1.C([O-])(=O)C.[Pd+2].C([O-])(=O)C>[Cl:12][CH2:11][CH2:10][CH2:9][CH2:8][N:4]1[CH:5]=[CH:6][CH:7]=[C:2]([C:18]2[CH:19]=[N:20][C:15]([CH3:14])=[CH:16][CH:17]=2)[C:3]1=[O:13] |f:5.6.7|. Procedure: 3-Bromo-1-(4-chlorobutyl)-2(1H)-pyridinone (400 mg, 1.51 mmol and then 627 mg, 4.54 mmol) was added to a solution of (6-methyl-3-pyridinyl)boronic acid (commercial Synchem OHG product list) (311 mg, 2.27 mmol) in dioxane (5K2CO3 ml). The mixture was degassed bubbling with N2 for 10′ and then triphenylphosphine (120 mg, 0.45 mmol) and palladium(II)acetate (34 mg, 0.15 mmol) were added. The reaction mixture was stirred at reflux for 5 h and then at room temperature for 18 hours. Further (6-methyl-... The reactants are Cl.C(C)N=C=NCCCN(C)C (1-ethyl-3-(3-dimethylaminopropyl)-carbodiimide hydrochloride), ( E ), NC1=C(C=CC=C1)C=C(C(=O)O)C (3-(2-aminophenyl)-2-methyl-2-propenoic acid), C1=CC(=CC=C1[N+](=O)[O-])O (p-nitrophenol). Reagents/catalysts: CN(C)C1=NC=CC=C1 (dimethylaminopyridine). Run in ClCCl (dichloromethane). The product is [N+](=O)([O-])C1=CC=C(C=C1)OC(C(=CC1=C(C=CC=C1)N)C)=O (3-(2-aminophenyl)-2-methyl-2-propenoic acid p-nitrophenyl ester), crystal. Yield: 91.0%. RXN SMILES: [NH2:1][C:2]1[CH:7]=[CH:6][CH:5]=[CH:4][C:3]=1[CH:8]=[C:9]([CH3:13])[C:10]([OH:12])=[O:11].[CH:14]1[C:19]([N+:20]([O-:22])=[O:21])=[CH:18][CH:17]=[C:16](O)[CH:15]=1.Cl.C(N=C=NCCCN(C)C)C>CN(C1C=CC=CN=1)C.ClCCl>[N+:20]([C:19]1[CH:14]=[CH:15][C:16]([O:11][C:10](=[O:12])[C:9]([CH3:13])=[CH:8][C:3]2[CH:4]=[CH:5][CH:6]=[CH:7][C:2]=2[NH2:1])=[CH:17][CH:18]=1)([O-:22])=[O:21] |f:2.3|. Procedure: Into 20 ml of dichloromethane, 0.19 g (1.1 mmol) of (E) 3-(2-aminophenyl)-2-methyl-2-propenoic acid and 0.18 g of p-nitrophenol (manufactured by Wako Pure Chemical Industries, Ltd.) were dissolved; and 10 mg of dimethylaminopyridine (manufactured by Wako Pure Chemical Industries, Ltd.) were added thereto. Further, while the mixture was stirred under cooling with ice, 0.41 g of 1-ethyl-3-(3-dimethylaminopropyl)-carbodiimide hydrochloride (EDC-HCl) (manufactured by Wako Pure Chemical Industries, L...